From a dataset of the Open Reaction Database (ORD), a public repository of structured organic reaction records. describe an organic reaction: reactants, conditions, products, and yield Starting materials: F[B-](F)(F)F.C[O+](C)C (Trimethyloxonium tetrafluoroborate), C1(NCCCCCCCCC1)=O (2-Azacycloundecanone), C([O-])(O)=O.[Na+] (sodium bicarbonate). Reported procedure: 2-Azacycloundecanone (0.87 g) was dissolved in 20 mL methylene chloride and stirred at room temperature under nitrogen. 1.5 g Trimethyloxonium tetrafluoroborate was added and the reaction stirred overnight. The mixture was added to saturated aqueous sodium bicarbonate and extracted with methylene chloride (2×). The combined organic layers were washed with brine, dried over magnesium sulfate, and the solvent evaporated to provide crude 2-methoxyazacyclododec-1-ene. Yields the product COC1=NCCCCCCCCCC1 (2-methoxyazacyclododec-1-ene). As a reaction SMILES: [C:1]1(=O)[CH2:11][CH2:10][CH2:9][CH2:8][CH2:7][CH2:6][CH2:5][CH2:4][CH2:3][NH:2]1.F[B-](F)(F)F.[CH3:18][O+:19]([CH3:21])C.C(=O)(O)[O-].[Na+]>C(Cl)Cl>[CH3:18][O:19][C:21]1[CH2:3][CH2:4][CH2:5][CH2:6][CH2:7][CH2:8][CH2:9][CH2:10][CH2:11][CH2:1][N:2]=1 |f:1.2,3.4|. The solvent is C(Cl)Cl (methylene chloride). Starting materials: Clc1nccnc1Cl, C1COCCO1, OCCOc1ccccc1. Yields the product Clc1nccnc1OCCOc1ccccc1. Reaction SMILES: [Cl:1][c:2]1[n:3][cH:4][cH:5][n:6][c:7]1[Cl:8].[O:19]1[CH2:20][CH2:21][O:22][CH2:23][CH2:24]1.[O:9]([c:10]1[cH:11][cH:12][cH:13][cH:14][cH:15]1)[CH2:16][CH2:17][OH:18]>>[c:2]1([O:18][CH2:17][CH2:16][O:9][c:10]2[cH:11][cH:12][cH:13][cH:14][cH:15]2)[n:3][cH:4][cH:5][n:6][c:7]1[Cl:8]. Starting materials: N#Cc1ccc(C(F)(F)F)cc1N=NNc1cc(C(F)(F)F)ccc1C#N, CC(=O)OC(C)=O, O, c1ccncc1. The product is CC(=O)N(N=Nc1cc(C(F)(F)F)ccc1C#N)c1cc(C(F)(F)F)ccc1C#N. Reaction SMILES: [C:8](#[N:9])[c:10]1[c:11]([N:20]=[N:21][NH:22][c:23]2[c:24]([C:33]#[N:34])[cH:25][cH:26][c:27]([C:29]([F:30])([F:31])[F:32])[cH:28]2)[cH:12][c:13]([C:16]([F:17])([F:18])[F:19])[cH:14][cH:15]1.[CH3:1][C:2]([O:3][C:5]([CH3:6])=[O:7])=[O:4].[OH2:41].[cH:35]1[cH:36][cH:37][n:38][cH:39][cH:40]1>>[C:5]([CH3:6])(=[O:7])[N:20]([c:11]1[c:10]([C:8]#[N:9])[cH:15][cH:14][c:13]([C:16]([F:17])([F:18])[F:19])[cH:12]1)[N:21]=[N:22][c:23]1[c:24]([C:33]#[N:34])[cH:25][cH:26][c:27]([C:29]([F:30])([F:31])[F:32])[cH:28]1.